This data is from the Open Reaction Database (ORD), a public repository of structured organic reaction records. The task is: describe an organic reaction: reactants, conditions, products, and yield The reactants are ice water, C1(CCCCC1)C(=O)C=1NC=CC1 (Cyclohexyl(1H-pyrrol-2-yl)methanone), [H-].[Na+] (NaH), CI (MeI). Run in CN(C)C=O (DMF). Reaction conditions: time 30 minute. Yields the product C1(CCCCC1)C(=O)C=1N(C=CC1)C (Cyclohexyl(1-methyl-1H-pyrrol-2-yl)methanone). Yield: 80.0%. RXN SMILES: [CH:1]1([C:7]([C:9]2[NH:10][CH:11]=[CH:12][CH:13]=2)=[O:8])[CH2:6][CH2:5][CH2:4][CH2:3][CH2:2]1.[H-].[Na+].[CH3:16]I>CN(C=O)C>[CH:1]1([C:7]([C:9]2[N:10]([CH3:16])[CH:11]=[CH:12][CH:13]=2)=[O:8])[CH2:2][CH2:3][CH2:4][CH2:5][CH2:6]1 |f:1.2|. Reported procedure: Compound 25a (2.0 g, 11.3 mmol dissolved dry DMF) was added portionwise to the mixture of NaH (60%; 0.904 g, 22.6 mmol) and dry DMF (200 mL) and the mixture was stirred for 30 min at rt, then MeI (1.9 g, 11.6 mmol) was added at 0° C. The stirred mixture was allowed to stand at rt for 2 h, poured slowly into ice-water and extracted with EA. The organic phase was dried (MgSO4), evaporated and purified by CC to give compound 25b (1.73 g, 80%). Reactants: ClC1=CC=C(C=C1)NC1C(CCC1)C(=O)OCC (ethyl 2-(4-chlorophenylamino)-1-cyclopentanecarboxylate), [H-].[Al+3].[Li+].[H-].[H-].[H-] (Lithium aluminum hydride), C(C)(=O)OCC (Ethyl acetate), [OH-].[Na+] (sodium hydroxide). Run in C1CCOC1 (THF), C1CCOC1 (THF). Reaction conditions: time 14 hour. Yields the product ClC1=CC=C(C=C1)NC1C(CCC1)CO (2-(4-Chlorophenylamino)-1-cyclopentanemethanol). RXN SMILES: [H-].[Al+3].[Li+].[H-].[H-].[H-].[Cl:7][C:8]1[CH:13]=[CH:12][C:11]([NH:14][CH:15]2[CH2:19][CH2:18][CH2:17][CH:16]2[C:20](OCC)=[O:21])=[CH:10][CH:9]=1.C(OCC)(=O)C.[OH-].[Na+]>C1COCC1>[Cl:7][C:8]1[CH:9]=[CH:10][C:11]([NH:14][CH:15]2[CH2:19][CH2:18][CH2:17][CH:16]2[CH2:20][OH:21])=[CH:12][CH:13]=1 |f:0.1.2.3.4.5,8.9|. Procedure: Lithium aluminum hydride (1.60 g) was suspended in THF (70 ml) under ice cooling and thereto a solution of ethyl 2-(4-chlorophenylamino)-1-cyclopentanecarboxylate in THF (about 16 ml) was added gradually, and the mixture was stirred at room temperature for 14 hours. Ethyl acetate and a small amount of 1N aqueous sodium hydroxide solution were added to the reaction mixture to decompose the excess reducing agent. The mixture was filtered and concentrated under reduced pressure to give the oily des... Reactants: C(CCC)OC(=O)C=1N=C(C2=CC(=CC=C2C1O)OC1CCCCC1)Br (1-bromo-7-cyclohexyloxy-4-hydroxy-isoquinoline-3-carboxylic acid butyl ester), C(=O)[O-].[NH4+] (ammonium formate). The reagents and catalysts are [Pd] (Pd/C). The solvent is C(C)(=O)OCC (ethyl acetate). Yields the product C(CCC)OC(=O)C=1N=CC2=CC(=CC=C2C1O)OC1CCCCC1 (7-Cyclohexyloxy-4-hydroxy-isoquinoline-3-carboxylic acid butyl ester). Isolated yield 72.3%. RXN SMILES: [CH2:1]([O:5][C:6]([C:8]1[N:9]=[C:10](Br)[C:11]2[C:16]([C:17]=1[OH:18])=[CH:15][CH:14]=[C:13]([O:19][CH:20]1[CH2:25][CH2:24][CH2:23][CH2:22][CH2:21]1)[CH:12]=2)=[O:7])[CH2:2][CH2:3][CH3:4].C([O-])=O.[NH4+]>C(OCC)(=O)C.[Pd]>[CH2:1]([O:5][C:6]([C:8]1[N:9]=[CH:10][C:11]2[C:16]([C:17]=1[OH:18])=[CH:15][CH:14]=[C:13]([O:19][CH:20]1[CH2:25][CH2:24][CH2:23][CH2:22][CH2:21]1)[CH:12]=2)=[O:7])[CH2:2][CH2:3][CH3:4] |f:1.2|. Procedure details: To a mixture of 1-bromo-7-cyclohexyloxy-4-hydroxy-isoquinoline-3-carboxylic acid butyl ester (936 mg) in ethyl acetate (25 ml) was added 10% Pd/C (50% wet) (430 mg) and then ammonium formate (1.4 g). Resulting mixture was refluxed for 4 h. After cooling, reaction mixture was filtered and concentrated. The residue was purified by silica gel chromatography (3%-10% ethyl acetate in methylene chloride) to give the title compound (550 mg). MS-(+)-ion M+1=344.22. Reactants: O1CCN(CC1)C1=CC=C(C=C1)C(C#C)(O)C1=CC=CC=C1 (1-(4-morpholinophenyl)-1-phenyl-2-propyn-1-ol), CC1(C=2C=CC=CC2C=2C3=C(C(=CC12)O)C=CC=C3)C (7,7-dimethyl-7H-benzo[C]fluoren-5-ol). Product: C1(=CC=CC=C1)C1(C=CC2=C(O1)C=1C=CC=CC1C1=C2C(C2=CC=CC=C21)(C)C)C2=CC=C(C=C2)N2CCOCC2 (3-phenyl-3-(4-morpholinophenyl)-13,13-dimethyl-3H,13H-indeno[2′,3′:3,4]naphtho[1,2-b]pyran). RXN SMILES: [O:1]1[CH2:6][CH2:5][N:4]([C:7]2[CH:12]=[CH:11][C:10]([C:13]([C:17]3[CH:22]=[CH:21][CH:20]=[CH:19][CH:18]=3)([OH:16])[C:14]#[CH:15])=[CH:9][CH:8]=2)[CH2:3][CH2:2]1.[CH3:23][C:24]1([CH3:42])[C:36]2[CH:35]=[C:34](O)[C:33]3[CH:38]=[CH:39][CH:40]=[CH:41][C:32]=3[C:31]=2[C:30]2[CH:29]=[CH:28][CH:27]=[CH:26][C:25]1=2>>[C:17]1([C:13]2([C:10]3[CH:9]=[CH:8][C:7]([N:4]4[CH2:3][CH2:2][O:1][CH2:6][CH2:5]4)=[CH:12][CH:11]=3)[O:16][C:34]3[C:33]4[CH:38]=[CH:39][CH:40]=[CH:41][C:32]=4[C:31]4[C:30]5[C:25](=[CH:26][CH:27]=[CH:28][CH:29]=5)[C:24]([CH3:42])([CH3:23])[C:36]=4[C:35]=3[CH:15]=[CH:14]2)[CH:18]=[CH:19][CH:20]=[CH:21][CH:22]=1. Reported procedure: The process for Step 3 of Example 1 was followed except that 1-(4-morpholinophenyl)-1-phenyl-2-propyn-1-ol (from Step 2) was used instead of 1-ferrocenyl-1-phenyl-2-propyn-1-ol to react with 7,7-dimethyl-7H-benzo[C]fluoren-5-ol to provide 3-phenyl-3-(4-morpholinophenyl)-13,13-dimethyl-3H,13H-indeno[2′,3′:3,4]naphtho[1,2-b]pyran. Mass spectrometry analysis supported a molecular weight consistent with 3-phenyl-3-(4-morpholinophenyl)-13,13-dimethyl-3H,13H-indeno[2′,3′:3,4]naphtho[1,2-b]pyran. The reactants are C(C)(=O)Cl (acetyl chloride), O (water), C(CCC)C1(C2=CC=CC=C2C=2C=CC(=CC12)[N+](=O)[O-])CCCC (9,9-di-n-butyl-2-nitrofluorene), [Cl-].[Al+3].[Cl-].[Cl-] (aluminum chloride). Solvent: [N+](=O)([O-])C1=CC=CC=C1 (nitrobenzene), [N+](=O)([O-])C1=CC=CC=C1 (nitrobenzene). Conditions: temperature 45 celsius, time 1 hour. Product: C(CCC)C1(C2=CC(=CC=C2C=2C=CC(=CC12)C(C)=O)[N+](=O)[O-])CCCC (1-(9,9-di-n-butyl-7-nitrofluorene-2-yl)-ethanone). The yield is 68.6%. As a reaction SMILES: [CH2:1]([C:5]1([CH2:21][CH2:22][CH2:23][CH3:24])[C:17]2[CH:16]=[C:15]([N+:18]([O-:20])=[O:19])[CH:14]=[CH:13][C:12]=2[C:11]2[C:6]1=[CH:7][CH:8]=[CH:9][CH:10]=2)[CH2:2][CH2:3][CH3:4].[Cl-].[Al+3].[Cl-].[Cl-].[C:29](Cl)(=[O:31])[CH3:30].O>[N+](C1C=CC=CC=1)([O-])=O>[CH2:1]([C:5]1([CH2:21][CH2:22][CH2:23][CH3:24])[C:6]2[CH:7]=[C:8]([C:29](=[O:31])[CH3:30])[CH:9]=[CH:10][C:11]=2[C:12]2[C:17]1=[CH:16][C:15]([N+:18]([O-:20])=[O:19])=[CH:14][CH:13]=2)[CH2:2][CH2:3][CH3:4] |f:1.2.3.4|. Procedure: After 7.0 g of 9,9-di-n-butyl-2-nitrofluorene (5) (21.7 mmol) was dissolved in 200 ml of anhydrous nitrobenzene and 5.77 g of anhydrous aluminum chloride (43.4 mmol) was added thereto, the reaction mixture was heated to 45° C., and a solution in which 3.40 g of acetyl chloride (43.3 mmol) was dissolved in 40 ml of anhydrous nitrobenzene was slowly added thereto for 1 hour, followed by stirring at 65° C. for 1 hour. Thereafter, the reaction mixture was cooled to room temperature, 100 ml of distil...